From a dataset of the Open Reaction Database (ORD), a public repository of structured organic reaction records. describe an organic reaction: reactants, conditions, products, and yield Reactants: NCC1=C(C(=C2C(=N1)SC=1CN(CCC12)CC1=CC=CC=C1)C1=CC(=C(C=C1)OC)OC)Cl (2-aminomethyl-7-benzyl-3-chloro-4-(3,4-dimethoxyphenyl)-5,6,7,8-tetrahydrothieno[2,3-b:5,4-c']dipyridine), C(C)(=O)OC(C)=O (acetic anhydride). The solvent is N1=CC=CC=C1 (pyridine). Conditions: time 1 hour. The product is C(C)(=O)NCC1=C(C(=C2C(=N1)SC=1CN(CCC12)CC1=CC=CC=C1)C1=CC(=C(C=C1)OC)OC)Cl (2-acetylaminomethyl-7-benzyl-3-chloro-4-(3,4-dimethoxyphenyl)-5,6,7,8-tetrahydrothieno[2,3-b:5,4-c']dipyridine). As a reaction SMILES: [NH2:1][CH2:2][C:3]1[N:8]=[C:7]2[S:9][C:10]3[CH2:11][N:12]([CH2:16][C:17]4[CH:22]=[CH:21][CH:20]=[CH:19][CH:18]=4)[CH2:13][CH2:14][C:15]=3[C:6]2=[C:5]([C:23]2[CH:28]=[CH:27][C:26]([O:29][CH3:30])=[C:25]([O:31][CH3:32])[CH:24]=2)[C:4]=1[Cl:33].[C:34](OC(=O)C)(=[O:36])[CH3:35]>N1C=CC=CC=1>[C:34]([NH:1][CH2:2][C:3]1[N:8]=[C:7]2[S:9][C:10]3[CH2:11][N:12]([CH2:16][C:17]4[CH:18]=[CH:19][CH:20]=[CH:21][CH:22]=4)[CH2:13][CH2:14][C:15]=3[C:6]2=[C:5]([C:23]2[CH:28]=[CH:27][C:26]([O:29][CH3:30])=[C:25]([O:31][CH3:32])[CH:24]=2)[C:4]=1[Cl:33])(=[O:36])[CH3:35]. Procedure: A mixture of the compound (0.3 g) obtained in Example 18B, acetic anhydride (0.142 g) and pyridine (2.5 ml) was stirred at room temperature for 1 hour and concentrated under reduced pressure. Ethyl acetate was added to the residue, which was washed with water, dried (MgSO4) and concentrated under reduced pressure. The residue was subjected to silica gel column chromatography and eluted with ethyl acetate to yield 2-acetylaminomethyl-7-benzyl-3-chloro-4-(3,4-dimethoxyphenyl)-5,6,7,8-tetrahydrothi...